This data is from the Open Reaction Database (ORD), a public repository of structured organic reaction records. The task is: describe an organic reaction: reactants, conditions, products, and yield Yield: 46.3%. Reaction SMILES: [F:1][C:2]([F:7])([F:6])[C:3]([OH:5])=[O:4].[C:8]([C:10]1[CH:11]=[C:12]([C:20]2[O:24][N:23]=[C:22]([C:25]3[C:26]([CH3:46])=[C:27]4[C:32](=[CH:33][CH:34]=3)[CH:31]([CH2:35][C:36]([OH:38])=[O:37])[N:30](C(OC(C)(C)C)=O)[CH2:29][CH2:28]4)[N:21]=2)[CH:13]=[CH:14][C:15]=1[O:16][CH:17]([CH3:19])[CH3:18])#[N:9]>ClCCl>[F:1][C:2]([F:7])([F:6])[C:3]([OH:5])=[O:4].[C:8]([C:10]1[CH:11]=[C:12]([C:20]2[O:24][N:23]=[C:22]([C:25]3[C:26]([CH3:46])=[C:27]4[C:32](=[CH:33][CH:34]=3)[CH:31]([CH2:35][C:36]([OH:38])=[O:37])[NH:30][CH2:29][CH2:28]4)[N:21]=2)[CH:13]=[CH:14][C:15]=1[O:16][CH:17]([CH3:19])[CH3:18])#[N:9] |f:3.4|. Solvent: ClCCl (dichloromethane). Yields the product FC(C(=O)O)(F)F.C(#N)C=1C=C(C=CC1OC(C)C)C1=NC(=NO1)C=1C(=C2CCNC(C2=CC1)CC(=O)O)C ([6-(5-{3-Cyano-4-[(1-methylethyl)oxy]phenyl}-1,2,4-oxadiazol-3-yl)-5-methyl-1,2,3,4-tetrahydro-1-isoquinolinyl]acetic acid trifluoroacetate). Starting materials: FC(C(=O)O)(F)F (Trifluoroacetic acid), C(#N)C=1C=C(C=CC1OC(C)C)C1=NC(=NO1)C=1C(=C2CCN(C(C2=CC1)CC(=O)O)C(=O)OC(C)(C)C)C ((6-(5-{3-cyano-4-[(1-methylethyl)oxy]phenyl}-1,2,4-oxadiazol-3-yl)-2-{[(1,1-dimethylethyl)oxy]carbonyl}-5-methyl-1,2,3,4-tetrahydro-1-isoquinolinyl)acetic acid). Run at time 2 hour. Procedure details: Trifluoroacetic acid (1.0 ml, 13.0 mmol) was added dropwise at 25° C. under nitrogen to a solution of (6-(5-{3-cyano-4-[(1-methylethyl)oxy]phenyl}-1,2,4-oxadiazol-3-yl)-2-{[(1,1-dimethylethyl)oxy]carbonyl}-5-methyl-1,2,3,4-tetrahydro-1-isoquinolinyl)acetic acid (Preparation 23; 42 mg, 0.079 mmol) in dichloromethane (3.0 ml) and the mixture was stirred at room temperature for ca. 2 h. The solvent was removed in vacuo and the residue co-evaporated with toluene, dried for 20 min under vacuum then t... Starting materials: CO, O=C1CN(c2cccc([N+](=O)[O-])c2)S(=O)(=O)N1. The product is Nc1cccc(N2CC(=O)NS2(=O)=O)c1. As a reaction SMILES: [CH3:18][OH:19].[N+:1]([O-:2])(=[O:3])[c:4]1[cH:5][c:6]([N:10]2[CH2:11][C:12](=[O:17])[NH:13][S:14]2(=[O:15])=[O:16])[cH:7][cH:8][cH:9]1>>[NH2:1][c:4]1[cH:5][c:6]([N:10]2[CH2:11][C:12](=[O:17])[NH:13][S:14]2(=[O:15])=[O:16])[cH:7][cH:8][cH:9]1. Reactants: C(C)(C)(C)OC(CNC(=O)OC(C)(C)C)=O (N-(tert-butoxycarbonyl)glycine tert-butyl ester), C[Si]([N-][Si](C)(C)C)(C)C.[Na+] (sodium hexamethyldisilazide), BrCC(=C)C (3-bromo-2-methylpropene). Run in CCOC(=O)C (EtOAc), CN(C)C=O (DMF). Conditions: time 25 minute. The product is C(C)(C)(C)OC(CN(CC(=C)C)C(=O)OC(C)(C)C)=O (N-(tert-butoxycarbonyl)-N-(2-methylprop-2-enyl)glycine tert-butyl ester). The yield is 82.1%. RXN SMILES: [C:1]([O:5][C:6](=[O:16])[CH2:7][NH:8][C:9]([O:11][C:12]([CH3:15])([CH3:14])[CH3:13])=[O:10])([CH3:4])([CH3:3])[CH3:2].C[Si](C)(C)[N-][Si](C)(C)C.[Na+].Br[CH2:28][C:29]([CH3:31])=[CH2:30]>CN(C=O)C.CCOC(C)=O>[C:1]([O:5][C:6](=[O:16])[CH2:7][N:8]([C:9]([O:11][C:12]([CH3:15])([CH3:14])[CH3:13])=[O:10])[CH2:30][C:29]([CH3:31])=[CH2:28])([CH3:3])([CH3:4])[CH3:2] |f:1.2|. Procedure details: To a solution of N-(tert-butoxycarbonyl)glycine tert-butyl ester (3.97 g, 17.2 mmol) in DMF (70 mL) at 0° C. was added sodium hexamethyldisilazide (3.78 g, 20.6 mmol) and the resulting mixture was stirred for 25 min., then allowed to warm to room temp. The resulting solution was treated with 3-bromo-2-methylpropene (2.60 mL, 25.7 mmol), stirred at room temp. for 10 min., and diluted with EtOAc (300 mL). The EtOAc solution was sequentially washed with water (4×500 mL) and a saturated NaCl solutio...